From a dataset of the Open Reaction Database (ORD), a public repository of structured organic reaction records. describe an organic reaction: reactants, conditions, products, and yield Solvent: C(C)O (ethanol), C(C)OCC (diethyl ether). Reported procedure: 1.41 g of the sodium salt of 6-pentyl-6-methyl-2-oxo-1,4-oxathiane-3-acetic acid and 0.63 g of 1-bromopropane are boiled for 1 hour in a mixture of 15 ml of dry ethanol and 5 ml of dry diethyl ether. The mixture is further stirred for 1 hour at room temperature. It is permitted to stand for about 12 hours at 0° and filtered. After distilling off the solvent, 6-pentyl-6-methyl-2-oxo-1,4-oxathiane-3-acetic acid n-propyl ester is obtained. Yields the product C(CC)OC(CC1C(OC(CS1)(C)CCCCC)=O)=O (6-pentyl-6-methyl-2-oxo-1,4-oxathiane-3-acetic acid n-propyl ester). Conditions: time 1 hour. Reaction SMILES: [Na].[CH2:2]([C:7]1([CH3:18])[O:12][C:11](=[O:13])[CH:10]([CH2:14][C:15]([OH:17])=[O:16])[S:9][CH2:8]1)[CH2:3][CH2:4][CH2:5][CH3:6].Br[CH2:20][CH2:21][CH3:22]>C(O)C.C(OCC)C>[CH2:20]([O:16][C:15](=[O:17])[CH2:14][CH:10]1[S:9][CH2:8][C:7]([CH2:2][CH2:3][CH2:4][CH2:5][CH3:6])([CH3:18])[O:12][C:11]1=[O:13])[CH2:21][CH3:22] |^1:0|. Starting materials: [Na] (sodium), C(CCCC)C1(CSC(C(O1)=O)CC(=O)O)C (6-pentyl-6-methyl-2-oxo-1,4-oxathiane-3-acetic acid), BrCCC (1-bromopropane). Starting materials: [H][H] (Hydrogen), O1C2C(=O)OC(C21)(C)C (2,3-epoxy-4,4-dimethyl-γ-butyrolactone). The reagents and catalysts are [Pd] (Pd-C). Run in O1CCCC1 (tetrahydrofuran). Product: OC1CC(=O)OC1(C)C (3-hydroxy-4,4-dimethyl-γ-butyrolactone). Yield: 63.0%. RXN SMILES: [H][H].[O:3]1[CH:9]2[CH:4]1[C:5]([O:7][C:8]2([CH3:11])[CH3:10])=[O:6]>[Pd].O1CCCC1>[OH:3][CH:9]1[C:8]([CH3:11])([CH3:10])[O:7][C:5](=[O:6])[CH2:4]1. Reported procedure: In dioxane, 2-hydroxy-4,4-dimethyl-γ-butyrolactone prepared in the same manner as in Production Example 10 was subjected to a reaction (dehydration reaction) with equivalent P2O5 at room temperature to yield a corresponding α,β-unsaturated-γ-butyrolactone in a yield of 30%. The prepared α,β-unsaturated-γ-butyrolactone was then allowed to react with m-chloroperbenzoic acid (MCPBA) in methylene chloride at room temperature to yield 2,3-epoxy-4,4-dimethyl-γ-butyrolactone in a yield of 85%. Hydrogen... The reactants are C(C1=CC=CC=C1)OC1=C(C=O)C(=CC=C1OCC)[N+](=O)[O-] (2-benzyloxy-3-ethoxy-6-nitrobenzaldehyde), C(C1=CC=CC=C1)OC1=C(C=O)C(=CC=C1OC)[N+](=O)[O-] (2-benzyloxy-3-methoxy-6-nitrobenzaldehyde). Product: C(C1=CC=CC=C1)OC1=C(C=CC[N+](=O)[O-])C(=CC=C1OC)C[N+](=O)[O-] (2-benzyloxy-3-methoxy-6,β-dinitromethylstyrene). The yield is 53.0%. As a reaction SMILES: [CH2:1]([O:8][C:9]1[C:16]([O:17][CH2:18]C)=[CH:15][CH:14]=[C:13]([N+]([O-])=O)[C:10]=1[CH:11]=O)[C:2]1[CH:7]=[CH:6][CH:5]=[CH:4][CH:3]=1.C(OC1C(OC)=CC=[C:35]([N+:41]([O-:43])=[O:42])[C:32]=1C=O)C1C=CC=CC=1>>[CH2:1]([O:8][C:9]1[C:16]([O:17][CH3:18])=[CH:15][CH:14]=[C:13]([CH2:35][N+:41]([O-:43])=[O:42])[C:10]=1[CH:11]=[CH:32][CH2:35][N+:41]([O-:43])=[O:42])[C:2]1[CH:3]=[CH:4][CH:5]=[CH:6][CH:7]=1. Procedure: This compound is obtained according to the operating method described in Example 2a, in which the 2-benzyloxy-3-ethoxy-6-nitrobenzaldehyde is replaced with 2-benzyloxy-3-methoxy-6-nitrobenzaldehyde. A light yellow powder (yield=53%, m.p.=149°-150° C.) is obtained. Starting materials: CC(CO)c1ccc(C(Nc2ccc3c(N(C(=O)OC(C)(C)C)C(=O)OC(C)(C)C)nccc3c2)C(=O)NCc2cccc([N+](=O)[O-])c2)cc1, CCC(O)Cc1ccc(C(Nc2ccc3c(N(C(=O)OC(C)(C)C)C(=O)OC(C)(C)C)nccc3c2)C(=O)NCc2cccc(N)c2)cc1. Product: CC(CO)c1ccc(C(Nc2ccc3c(N(C(=O)OC(C)(C)C)C(=O)OC(C)(C)C)nccc3c2)C(=O)NCc2cccc(N)c2)cc1. As a reaction SMILES: [C:1]([CH3:2])([CH3:3])([CH3:4])[O:5][C:6](=[O:7])[N:8]([c:9]1[n:10][cH:11][cH:12][c:13]2[cH:14][c:15]([NH:19][CH:20]([C:21](=[O:22])[NH:23][CH2:24][c:25]3[cH:26][c:27]([N+:31]([O-:32])=[O:33])[cH:28][cH:29][cH:30]3)[c:34]3[cH:35][cH:36][c:37]([CH:40]([CH2:41][OH:42])[CH3:43])[cH:38][cH:39]3)[cH:16][cH:17][c:18]12)[C:44](=[O:45])[O:46][C:47]([CH3:48])([CH3:49])[CH3:50].[NH2:51][c:52]1[cH:53][c:54]([CH2:58][NH:59][C:60](=[O:61])[CH:62]([NH:63][c:64]2[cH:65][c:66]3[c:67]([cH:68][cH:69]2)[c:70]([N:71]([C:72]([O:73][C:74]([CH3:75])([CH3:76])[CH3:77])=[O:78])[C:79]([O:80][C:81]([CH3:82])([CH3:83])[CH3:84])=[O:85])[n:86][cH:87][cH:88]3)[c:89]2[cH:90][cH:91][c:92]([CH2:93][CH:94]([OH:95])[CH2:96][CH3:97])[cH:98][cH:99]2)[cH:55][cH:56][cH:57]1>>[C:1]([CH3:2])([CH3:3])([CH3:4])[O:5][C:6](=[O:7])[N:8]([c:9]1[n:10][cH:11][cH:12][c:13]2[cH:14][c:15]([NH:19][CH:20]([C:21](=[O:22])[NH:23][CH2:24][c:25]3[cH:26][c:27]([NH2:31])[cH:28][cH:29][cH:30]3)[c:34]3[cH:35][cH:36][c:37]([CH:40]([CH2:41][OH:42])[CH3:43])[cH:38][cH:39]3)[cH:16][cH:17][c:18]12)[C:44](=[O:45])[O:46][C:47]([CH3:48])([CH3:49])[CH3:50]. The reactants are ClC(=O)OCC (ethyl chloroformate), CC1=CC(=O)CC(C1/C=C/C(C)O)(C)C (3-oxo-α-ionol), N1=CC=CC=C1 (pyridine). Solvent: ClCCl (dichloromethane), ClCCl (dichloromethane), ClCCl (Dichloromethane). Reaction conditions: temperature 25 celsius, time 18 hour. Yields the product C(C)OC(O)=O.OC(C=CC1C(=CC(CC1(C)C)=O)C)C (4-(3-hydroxy-1-butenyl)-3,5,5,-trimethyl-2-cyclohexen-1-one ethyl carbonate). RXN SMILES: Cl[C:2]([O:4][CH2:5][CH3:6])=[O:3].[CH3:7][C:8]1[CH:14](/[CH:15]=[CH:16]/[CH:17]([OH:19])[CH3:18])[C:13]([CH3:21])([CH3:20])[CH2:12][C:10](=[O:11])[CH:9]=1.N1C=CC=CC=1>ClCCl>[CH2:5]([O:4][C:2](=[O:11])[OH:3])[CH3:6].[OH:19][CH:17]([CH3:18])[CH:16]=[CH:15][CH:14]1[C:13]([CH3:20])([CH3:21])[CH2:12][C:10](=[O:11])[CH:9]=[C:8]1[CH3:7] |f:4.5|. Reported procedure: A solution of ethyl chloroformate (5.42g, 0.05 mol) in dichloromethane (10mL) was added dropwise over a 30 minute period to a cold (10° C.) solution of 3-oxo-α-ionol (5.20g, 0.025 mol, which may be prepared as described by A. J. Aasen, B. Kimland and C. R. Enzell in Acta Chem. Scand., 1973, 27, 2107-2114) and pyridine (3.96g, 0.05 mol) in dichloromethane (80mL). The mixture was stirred at 25° C. for 18 hours. Dichloromethane (100mL) was then added and the mixture washed with 5% phosphoric acid s... Starting materials: BrC1=CC=C(C=N1)C(=O)C1=C(C=CC(=C1)Br)Cl (5-Bromo-2-chlorophenyl 6-bromo-3-pyridyl ketone), C(O)([O-])=O.[Na+] (sodium hydrogen carbonate), C(C)[Al](CC)CC (triethylaluminium), [Cl-].[Ce+3].[Cl-].[Cl-] (cerium(III) chloride). Reagents/catalysts: C=1C=CC(=CC1)[P](C=2C=CC=CC2)(C=3C=CC=CC3)[Pd]([P](C=4C=CC=CC4)(C=5C=CC=CC5)C=6C=CC=CC6)([P](C=7C=CC=CC7)(C=8C=CC=CC8)C=9C=CC=CC9)[P](C=1C=CC=CC1)(C=1C=CC=CC1)C=1C=CC=CC1 (tetrakis(triphenylphosphine)palladium(0)). Solvent: O1CCCC1 (tetrahydrofuran), CO (methanol). Reaction conditions: temperature 30 celsius, time 1.5 hour. Product: C(C)C1=CC=C(C=N1)C(=O)C1=C(C=CC(=C1)Br)Cl (5-bromo-2-chlorophenyl 6-ethyl-3-pyridyl ketone). RXN SMILES: Br[C:2]1[N:7]=[CH:6][C:5]([C:8]([C:10]2[CH:15]=[C:14]([Br:16])[CH:13]=[CH:12][C:11]=2[Cl:17])=[O:9])=[CH:4][CH:3]=1.[CH2:18]([Al](CC)CC)[CH3:19].[Cl-].[Ce+3].[Cl-].[Cl-].C(=O)([O-])O.[Na+]>O1CCCC1.CO.C1C=CC([P]([Pd]([P](C2C=CC=CC=2)(C2C=CC=CC=2)C2C=CC=CC=2)([P](C2C=CC=CC=2)(C2C=CC=CC=2)C2C=CC=CC=2)[P](C2C=CC=CC=2)(C2C=CC=CC=2)C2C=CC=CC=2)(C2C=CC=CC=2)C2C=CC=CC=2)=CC=1>[CH2:18]([C:2]1[N:7]=[CH:6][C:5]([C:8]([C:10]2[CH:15]=[C:14]([Br:16])[CH:13]=[CH:12][C:11]=2[Cl:17])=[O:9])=[CH:4][CH:3]=1)[CH3:19] |f:2.3.4.5,6.7,^1:44,46,65,84|. Procedure: 5-Bromo-2-chlorophenyl 6-bromo-3-pyridyl ketone (3.2 g) from Reference Example 135-(2) was dissolved in tetrahydrofuran (80 ml), and added thereto were triethylaluminium (1.0 M hexane solution, 9.9 ml), tetrakis(triphenylphosphine)palladium(0) (570 mg) and cerium(III) chloride (7.3 g), and the mixture was stirred at 30° C. for 1.5 hours. The reaction mixture was diluted with methanol, and the reaction solution was basified with a saturated aqueous sodium hydrogen carbonate solution. The insolubl...